From a dataset of the Open Reaction Database (ORD), a public repository of structured organic reaction records. describe an organic reaction: reactants, conditions, products, and yield Product: O=C(O)c1ccc(N2CCN(CC(O)CO)CC2)nc1. Starting materials: O=C(O)c1ccc(Cl)nc1, C1COCCO1, OCC(O)CN1CCNCC1. As a reaction SMILES: [Cl:1][c:2]1[n:3][cH:4][c:5]([C:6](=[O:7])[OH:8])[cH:9][cH:10]1.[O:22]1[CH2:23][CH2:24][O:25][CH2:26][CH2:27]1.[OH:11][CH:12]([CH2:13][N:14]1[CH2:15][CH2:16][NH:17][CH2:18][CH2:19]1)[CH2:20][OH:21]>>[c:2]1([N:17]2[CH2:16][CH2:15][N:14]([CH2:13][CH:12]([OH:11])[CH2:20][OH:21])[CH2:19][CH2:18]2)[n:3][cH:4][c:5]([C:6](=[O:7])[OH:8])[cH:9][cH:10]1. The reactants are COC1=C2C(N(C(=NC2=CC=C1)C(C)NC)C1=CC=C(C=C1)OC)=O (5-methoxy-3-(4-methoxyphenyl)-2-(1-methylaminoethyl)-3H-quinazolin-4-one), C(C)(C)(C)C1=CC=C(C=C1)S(=O)(=O)Cl (4-tert-butylbenzenesulfonyl chloride). The product is C(C)(C)(C)C1=CC=C(C=C1)S(=O)(=O)N(C)C(C)C1=NC2=CC=CC(=C2C(N1C1=CC=C(C=C1)OC)=O)OC (4-tert-butyl-N-{1-[5-methoxy-3-(4-methoxyphenyl)-4-oxo-3,4-dihydroquinazolin-2-yl]ethyl}-N-methylbenzenesulfonamide). Reaction SMILES: [CH3:1][O:2][C:3]1[CH:12]=[CH:11][CH:10]=[C:9]2[C:4]=1[C:5](=[O:25])[N:6]([C:17]1[CH:22]=[CH:21][C:20]([O:23][CH3:24])=[CH:19][CH:18]=1)[C:7]([CH:13]([NH:15][CH3:16])[CH3:14])=[N:8]2.[C:26]([C:30]1[CH:35]=[CH:34][C:33]([S:36](Cl)(=[O:38])=[O:37])=[CH:32][CH:31]=1)([CH3:29])([CH3:28])[CH3:27]>>[C:26]([C:30]1[CH:35]=[CH:34][C:33]([S:36]([N:15]([CH:13]([C:7]2[N:6]([C:17]3[CH:18]=[CH:19][C:20]([O:23][CH3:24])=[CH:21][CH:22]=3)[C:5](=[O:25])[C:4]3[C:9](=[CH:10][CH:11]=[CH:12][C:3]=3[O:2][CH3:1])[N:8]=2)[CH3:14])[CH3:16])(=[O:38])=[O:37])=[CH:32][CH:31]=1)([CH3:29])([CH3:27])[CH3:28]. Procedure: In a similar manner as described above in Paragraph A, 5-methoxy-3-(4-methoxyphenyl)-2-(1-methylaminoethyl)-3H-quinazolin-4-one, as prepared above in Example 5, was condensed with 4-tert-butylbenzenesulfonyl chloride to yield 4-tert-butyl-N-{1-[5-methoxy-3-(4-methoxyphenyl)-4-oxo-3,4-dihydroquinazolin-2-yl]ethyl}-N-methylbenzenesulfonamide; MS (ESI) 536 (MH+). Reaction SMILES: [F:1][C:2]1([F:9])[CH2:5][CH:4]([CH2:6][CH2:7][OH:8])[CH2:3]1.CC(C)=[O:12].OS(O)(=O)=O.O=[Cr](=O)=O>CC(C)=O>[F:1][C:2]1([F:9])[CH2:5][CH:4]([CH2:6][C:7]([OH:12])=[O:8])[CH2:3]1 |f:1.2.3|. Yield: 92.0%. Reactants: FC1(CC(C1)CCO)F (2-(3,3-difluorocyclobutyl)ethanol), CC(=O)C.OS(=O)(=O)O.O=[Cr](=O)=O (Jones reagent), CC(=O)C.OS(=O)(=O)O.O=[Cr](=O)=O (Jones reagent). Run in CC(=O)C (acetone). Procedure details: A solution of 2-(3,3-difluorocyclobutyl)ethanol (270 mg, 2.0 mmol, prepared as described in Bogen, S. et al., Bioorg. Med. Chem. Lett., 18:4219 (2008)) in acetone (5 mL) was treated with Jones reagent (2.7 mmol, 1 mL of 2.7 M solution) over a period of 30 minutes at room temperature. After 2 hours, additional Jones reagent (0.25 mL) was added. After 1 hour, the reaction mixture was filtered through CELITE®, and concentrated under reduced pressure. The reaction mixture was re-dissolved in ethyl a... Run at time 2 hour. The product is FC1(CC(C1)CC(=O)O)F (2-(3,3-Difluorocyclobutyl)acetic acid). Reactants: C(CCC)C(C(=O)OCC)CC1=CC=C(C=C1)OCCNC(=O)C1=CC=C(C=C1)C1=CC=C(C=C1)C(=O)OC (ethyl 2-butyl-3-[4-[2-(4′-methoxycarbonylbiphenyl-4-carbonylamino)ethoxy]phenyl]propionate), [OH-].[Na+] (sodium hydroxide). Product: C(CCC)C(C(=O)O)CC1=CC=C(C=C1)OCCNC(=O)C1=CC=C(C=C1)C1=CC=C(C=C1)C(=O)O (2-Butyl-3-[4-[2-(4′-carboxybiphenyl-4-carbonylamino)ethoxy]phenyl]propionic acid). The yield is 72.8%. As a reaction SMILES: [CH2:1]([CH:5]([CH2:11][C:12]1[CH:17]=[CH:16][C:15]([O:18][CH2:19][CH2:20][NH:21][C:22]([C:24]2[CH:29]=[CH:28][C:27]([C:30]3[CH:35]=[CH:34][C:33]([C:36]([O:38]C)=[O:37])=[CH:32][CH:31]=3)=[CH:26][CH:25]=2)=[O:23])=[CH:14][CH:13]=1)[C:6]([O:8]CC)=[O:7])[CH2:2][CH2:3][CH3:4].[OH-].[Na+]>>[CH2:1]([CH:5]([CH2:11][C:12]1[CH:13]=[CH:14][C:15]([O:18][CH2:19][CH2:20][NH:21][C:22]([C:24]2[CH:25]=[CH:26][C:27]([C:30]3[CH:31]=[CH:32][C:33]([C:36]([OH:38])=[O:37])=[CH:34][CH:35]=3)=[CH:28][CH:29]=2)=[O:23])=[CH:16][CH:17]=1)[C:6]([OH:8])=[O:7])[CH2:2][CH2:3][CH3:4] |f:1.2|. Procedure: In a similar manner to that described in Example 2, ethyl 2-butyl-3-[4-[2-(4′-methoxycarbonylbiphenyl-4-carbonylamino)ethoxy]phenyl]propionate (243 mg), which is the product of Reference example 12, was reacted with aqueous sodium hydroxide solution (1N, 1.83 ml) and the reaction mixture was treated to give the title compound (163 mg) as a white powder. Starting materials: CCCCCCCCCCCCC[N+](C)(C)CC=1C=CC=CC1.[Cl-] (benzalkonium chloride), [OH-].[Na+] (NaOH), C([C@@H](O)C)(=O)[O-].[Na+] (sodium L-lactate), GS115-MSP10. The solvent is solution. Run at temperature 5 celsius, time 3 hour. The product is C(C(=O)C)(=O)[O-] (pyruvate), C(C)(=O)[O-] (acetate). RXN SMILES: [C:1]([O-:6])(=[O:5])[C@H:2]([CH3:4])[OH:3].[Na+].CCCCCCCCCCCCC[N+](CC1C=CC=CC=1)(C)C.[Cl-].[OH-].[Na+]>>[C:1]([O-:6])(=[O:5])[C:2]([CH3:4])=[O:3].[C:1]([O-:6])(=[O:5])[CH3:2] |f:0.1,2.3,4.5|. Reported procedure: A 300-mL EZE-Seal stirred autoclave reactor equipped with Dispersimax Impeller (Autoclave Engineers) was charged with 100 mL of a solution containing sodium L-lactate (5.50 g, 0.50M) . To the reactor was then added 6.70 g (wet weight) of Pichia pastoris transformant strain GS115-MSP10 (6.70 IU/mL glycolate oxidase and 11,770 IU/mL catalase) which had been permeabilized by treatment with 0.1% benzalkonium chloride ("BARQUAT" MB-50), and the mixture adjusted to pH 9.0 with 50% NaOH and cooled to 5... Starting materials: CCN(CC)C(=O)Cl, CN(C)C(=O)Cl, CC1COc2cc(Oc3ccc(N)cn3)ccc21, Cc1ccccc1, CCOC(C)=O, O, c1ccncc1. The product is CC1COc2cc(Oc3ccc(NC(=O)N(C)C)cn3)ccc21. RXN SMILES: [CH2:32]([N:33]([CH2:34][CH3:35])[C:36]([Cl:37])=[O:38])[CH3:39].[CH3:19][N:20]([C:21](=[O:22])[Cl:23])[CH3:24].[CH3:1][CH:2]1[CH2:3][O:4][c:5]2[c:6]1[cH:7][cH:8][c:9]([O:11][c:12]1[n:13][cH:14][c:15]([NH2:18])[cH:16][cH:17]1)[cH:10]2.[CH3:25][c:26]1[cH:27][cH:28][cH:29][cH:30][cH:31]1.[CH3:46][CH2:47][O:48][C:49](=[O:50])[CH3:51].[OH2:52].[cH:40]1[cH:41][cH:42][n:43][cH:44][cH:45]1>>[CH3:1][CH:2]1[CH2:3][O:4][c:5]2[c:6]1[cH:7][cH:8][c:9]([O:11][c:12]1[n:13][cH:14][c:15]([NH:18][C:21]([N:20]([CH3:19])[CH3:24])=[O:22])[cH:16][cH:17]1)[cH:10]2. RXN SMILES: CC1C=CC(S([O-])(=O)=O)=CC=1.[CH2:12]([O:14][C:15]([C@@:17]12[CH2:32][C@H:31]1[CH:30]=[CH:29][CH2:28][CH2:27][CH2:26][CH2:25][CH2:24][C@H:23]([NH3+:33])[C:22](=[O:34])[N:21]1[CH2:35][C@H:36]([O:38][C:39](=[O:49])[C:40]3[CH:45]=[CH:44][C:43]([N+:46]([O-:48])=[O:47])=[CH:42][CH:41]=3)[CH2:37][C@H:20]1[C:19](=[O:50])[NH:18]2)=[O:16])[CH3:13].[CH3:51][C:52]1[O:56][N:55]=[C:54]([C:57](O)=[O:58])[CH:53]=1.C(N(C(C)C)CC)(C)C.CC1CCCO1>CCOC(C)=O.CN1C(=O)CCC1>[CH3:51][C:52]1[O:56][N:55]=[C:54]([C:57]([NH:33][C@@H:23]2[C:22](=[O:34])[N:21]3[CH2:35][C@H:36]([O:38][C:39](=[O:49])[C:40]4[CH:41]=[CH:42][C:43]([N+:46]([O-:48])=[O:47])=[CH:44][CH:45]=4)[CH2:37][C@H:20]3[C:19](=[O:50])[NH:18][C@:17]3([C:15]([O:14][CH2:12][CH3:13])=[O:16])[CH2:32][C@H:31]3[CH:30]=[CH:29][CH2:28][CH2:27][CH2:26][CH2:25][CH2:24]2)=[O:58])[CH:53]=1 |f:0.1|. Reactants: Propanephosphonic acid anhydride, CC1=CC=C(C=C1)S(=O)(=O)[O-].C(C)OC(=O)[C@]12NC([C@H]3N(C([C@H](CCCCC\C=C/[C@@H]1C2)[NH3+])=O)C[C@@H](C3)OC(C3=CC=C(C=C3)[N+](=O)[O-])=O)=O ((2R,6S,13aS,14aR,16aS,Z)-14a-(ethoxycarbonyl)-2-(4-nitrobenzoyloxy)-5,16-dioxo-1,2,3,5,6,7,8,9,10,11,13a,14,14a,15,16,16a-hexadecahydrocyclopropa[e]pyrrolo[1,2-a][1,4]diazacyclopentadecin-6-aminium 4-methylbenzenesulfonate), CC1=CC(=NO1)C(=O)O (5-methylisoxazole-3-carboxylic acid), C(C)(C)N(CC)C(C)C (diisopropylethylamine), CC1OCCC1 (2-methyltetrahydrofuran). Product: CC1=CC(=NO1)C(=O)N[C@H]1CCCCC\C=C/[C@H]2[C@](NC([C@H]3N(C1=O)C[C@@H](C3)OC(C3=CC=C(C=C3)[N+](=O)[O-])=O)=O)(C2)C(=O)OCC ((2R,6S,13aS,14aR,16aS,Z)-ethyl 6-(5-methylisoxazole-3-carboxamido)-2-(4-nitrobenzoyloxy)-5,16-dioxo-1,2,3,5,6,7,8,9,10,11,13a,14,14a,15,16,16a-hexadecahydrocyclopropa[e]pyrrolo[1,2-a][1,4]diazacyclopentadecine-14a-carboxylate). Procedure details: To a solution of (2R,6S,13aS,14aR,16aS,Z)-14a-(ethoxycarbonyl)-2-(4-nitrobenzoyloxy)-5,16-dioxo-1,2,3,5,6,7,8,9,10,11,13a,14,14a,15,16,16a-hexadecahydrocyclopropa[e]pyrrolo[1,2-a][1,4]diazacyclopentadecin-6-aminium 4-methylbenzenesulfonate (1.53 kg), 5-methylisoxazole-3-carboxylic acid (327 g), and NMP (4.74 kg) at 5° C. was added diisopropylethylamine (996 g). Propanephosphonic acid anhydride (817 g) was charged as a solution in EtOAc (817 g) and NMP (3.16 kg) to the reaction mixture. The react... Solvent: CCOC(=O)C (EtOAc), CN1CCCC1=O (NMP), CN1CCCC1=O (NMP). Run at temperature 20 celsius, time 30 minute.